This data is from the Open Reaction Database (ORD), a public repository of structured organic reaction records. The task is: describe an organic reaction: reactants, conditions, products, and yield Isolated yield 60.8%. The solvent is C(C)O (ethanol). Product: C(CCCCCCCCCCCCC)(=O)OCC(CN(C)CCO)O (3-[N-(2-hydroxyethyl)-N-methylamino]-2-hydroxy-1-propyl tetradecanate). Reaction conditions: temperature 80 celsius, time 2 hour. Procedure details: A 100-ml flask equipped with a stirrer and dropping funnel was charged with 6.01 g (80 mmol) of N-methylethanolamine, 50 ml of ethanol and 22.8 g (80 mmol) of glycidyl tetradecanate, and the contents were stirred at 80° C. for 2 hours. The resultant reaction mixture was concentrated under reduced pressure, and the residue was purified by chromatography on silica gel, thereby obtaining 17.5 g (yield: 60.8%) of the title compound (IIe-2). Reactants: CNCCO (N-methylethanolamine), C(CCCCCCCCCCCCC)(=O)OCC1CO1 (glycidyl tetradecanate). RXN SMILES: [CH3:1][NH:2][CH2:3][CH2:4][OH:5].[C:6]([O:21][CH2:22][CH:23]1[O:25][CH2:24]1)(=[O:20])[CH2:7][CH2:8][CH2:9][CH2:10][CH2:11][CH2:12][CH2:13][CH2:14][CH2:15][CH2:16][CH2:17][CH2:18][CH3:19]>C(O)C>[C:6]([O:21][CH2:22][CH:23]([OH:25])[CH2:24][N:2]([CH2:3][CH2:4][OH:5])[CH3:1])(=[O:20])[CH2:7][CH2:8][CH2:9][CH2:10][CH2:11][CH2:12][CH2:13][CH2:14][CH2:15][CH2:16][CH2:17][CH2:18][CH3:19]. Reactants: C(CC\C=C/C\C=C/C\C=C/C\C=C/C\C=C/C\C=C/CC)(=O)NC(C(=O)OC1=C(C(=O)OCC)C=CC=C1)CC(C)C (ethyl 2-(2-(4Z,7Z,10Z,13Z,16Z,19Z)-docosa-4,7,10,13,16,19-hexaenamido-4-methylpentanoyloxy)benzoate), FC1=C(C=CC(=C1)F)C1=CC(=C(C=C1)O)C(=O)O (2′,4′-difluoro-4-hydroxybiphenyl-3-carboxylic acid). Yields the product C(CC\C=C/C\C=C/C\C=C/C\C=C/C\C=C/C\C=C/CC)(=O)NC(C(=O)OC1=C(C=C(C=C1)C1=C(C=C(C=C1)F)F)C(=O)OCC)CC(C)C (Ethyl 4-(2-(4Z,7Z,10Z,13Z,16Z,19Z)-docosa-4,7,10,13,16,19-hexaenamido-4-methylpentanoyloxy)-2′,4′-difluorobiphenyl-3-carboxylate). As a reaction SMILES: [C:1]([NH:24][CH:25]([CH2:40][CH:41]([CH3:43])[CH3:42])[C:26]([O:28][C:29]1[CH:39]=[CH:38][CH:37]=[CH:36][C:30]=1[C:31]([O:33][CH2:34][CH3:35])=[O:32])=[O:27])(=[O:23])[CH2:2][CH2:3]/[CH:4]=[CH:5]\[CH2:6]/[CH:7]=[CH:8]\[CH2:9]/[CH:10]=[CH:11]\[CH2:12]/[CH:13]=[CH:14]\[CH2:15]/[CH:16]=[CH:17]\[CH2:18]/[CH:19]=[CH:20]\[CH2:21][CH3:22].[F:44][C:45]1[CH:50]=[C:49]([F:51])[CH:48]=[CH:47][C:46]=1C1C=CC(O)=C(C(O)=O)C=1>>[C:1]([NH:24][CH:25]([CH2:40][CH:41]([CH3:43])[CH3:42])[C:26]([O:28][C:29]1[CH:39]=[CH:38][C:37]([C:48]2[CH:47]=[CH:46][C:45]([F:44])=[CH:50][C:49]=2[F:51])=[CH:36][C:30]=1[C:31]([O:33][CH2:34][CH3:35])=[O:32])=[O:27])(=[O:23])[CH2:2][CH2:3]/[CH:4]=[CH:5]\[CH2:6]/[CH:7]=[CH:8]\[CH2:9]/[CH:10]=[CH:11]\[CH2:12]/[CH:13]=[CH:14]\[CH2:15]/[CH:16]=[CH:17]\[CH2:18]/[CH:19]=[CH:20]\[CH2:21][CH3:22]. Procedure: Ethyl 4-(2-(4Z,7Z,10Z,13Z,16Z,19Z)-docosa-4,7,10,13,16,19-hexaenamido-4-methylpentanoyloxy)-2′,4′-difluorobiphenyl-3-carboxylate was prepared as described for ethyl 2-(2-(4Z,7Z,10Z,13Z,16Z,19Z)-docosa-4,7,10,13,16,19-hexaenamido-4-methylpentanoyloxy)benzoate, using the appropriate 2′,4′-difluoro-4-hydroxybiphenyl-3-carboxylic acid starting material. Mass calculated for C43H53F2NO5=701.88. found: [M+H]+=702.4. Reactants: ClC1=CC=C(C(=O)Cl)C=C1 (4-chlorobenzoyl chloride), ClC1=CC=C(C(=O)Cl)C=C1 (4-chlorobenzoyl chloride), FC1=C(C=CC=C1)C1=NC(C(NC2=C1C=CC=C2)=O)O (1,3-dihydro-5-(2-fluorophenyl)-3-hydroxy-2H-1,4-benzodiazepin-2-one). Reagents/catalysts: CN(C1=CC=NC=C1)C (4-dimethylaminopyridine), CN(C1=CC=NC=C1)C (4-Dimethylaminopyridine). Run in C(Cl)Cl (methylene chloride), C(Cl)Cl (methylene chloride). Run at time 8 hour. Product: FC1=C(C=CC=C1)C1=NC(C(NC2=C1C=CC=C2)=O)OC(C2=CC=C(C=C2)Cl)=O (1,3-Dihydro-5-(2-fluorophenyl)-3(RS)-(4-chlorobenzoyl)oxy-2H-1,4-benzodiazepin-2-one). As a reaction SMILES: [F:1][C:2]1[CH:7]=[CH:6][CH:5]=[CH:4][C:3]=1[C:8]1[C:14]2[CH:15]=[CH:16][CH:17]=[CH:18][C:13]=2[NH:12][C:11](=[O:19])[CH:10]([OH:20])[N:9]=1.[Cl:21][C:22]1[CH:30]=[CH:29][C:25]([C:26](Cl)=[O:27])=[CH:24][CH:23]=1>C(Cl)Cl.CN(C)C1C=CN=CC=1>[F:1][C:2]1[CH:7]=[CH:6][CH:5]=[CH:4][C:3]=1[C:8]1[C:14]2[CH:15]=[CH:16][CH:17]=[CH:18][C:13]=2[NH:12][C:11](=[O:19])[CH:10]([O:20][C:26](=[O:27])[C:25]2[CH:29]=[CH:30][C:22]([Cl:21])=[CH:23][CH:24]=2)[N:9]=1. Procedure details: A suspension of 1,3-dihydro-5-(2-fluorophenyl)-3-hydroxy-2H-1,4-benzodiazepin-2-one (610 mg, 2.25 mmole) in 25 ml of methylene chloride was treated with 4-chlorobenzoyl chloride (0.314 ml, 2.48 mmole) at room temperature. 4-Dimethylaminopyridine (303 mg, 2.48 mmole) was added and within minutes the reaction mixture became homogeneous. The reaction mixture was protected from moisture and stirred at room temperature overnight. An additional equivalent each of 4-chlorobenzoyl chloride and 4-dimethy... The reactants are Cc1ccc(N=C=O)cc1, CN1C(=O)C(N)N=C(c2ccccc2)c2ccccc21, C1CCOC1. Product: Cc1ccc(NC(=O)NC2N=C(c3ccccc3)c3ccccc3N(C)C2=O)cc1. RXN SMILES: [CH3:21][c:22]1[cH:23][cH:24][c:25]([N:28]=[C:29]=[O:30])[cH:26][cH:27]1.[NH2:1][CH:2]1[C:3](=[O:20])[N:4]([CH3:19])[c:5]2[c:6]([cH:15][cH:16][cH:17][cH:18]2)[C:7]([c:9]2[cH:10][cH:11][cH:12][cH:13][cH:14]2)=[N:8]1.[O:31]1[CH2:32][CH2:33][CH2:34][CH2:35]1>>[NH:1]([CH:2]1[C:3](=[O:20])[N:4]([CH3:19])[c:5]2[c:6]([cH:15][cH:16][cH:17][cH:18]2)[C:7]([c:9]2[cH:10][cH:11][cH:12][cH:13][cH:14]2)=[N:8]1)[C:29]([NH:28][c:25]1[cH:24][cH:23][c:22]([CH3:21])[cH:27][cH:26]1)=[O:30]. Yields the product CC(C)c1nc2c(c(-c3ccc(F)cc3)n1)CCC(O)C2. Reaction SMILES: [BH4-:22].[CH3:27][CH2:28][OH:29].[F:1][c:2]1[cH:3][cH:4][c:5](-[c:8]2[n:9][c:10]([CH:19]([CH3:20])[CH3:21])[n:11][c:12]3[c:17]2[CH2:16][CH2:15][C:14](=[O:18])[CH2:13]3)[cH:6][cH:7]1.[Na+:23].[Na+:25].[OH-:24].[OH2:26]>>[F:1][c:2]1[cH:3][cH:4][c:5](-[c:8]2[n:9][c:10]([CH:19]([CH3:20])[CH3:21])[n:11][c:12]3[c:17]2[CH2:16][CH2:15][CH:14]([OH:18])[CH2:13]3)[cH:6][cH:7]1. Starting materials: [BH4-], CCO, CC(C)c1nc2c(c(-c3ccc(F)cc3)n1)CCC(=O)C2, [Na+], [Na+], [OH-], O. Reactants: Cl (HCl), [OH-].[Li+] (lithium hydroxide), solution, C1(CCCC1)OC1=C(C=CC=C1OC)/C=C/C1=NC2=C(N1C1=CC=C(N=N1)C(=O)OCC)C=CC=C2 (Ethyl 6-{2-[(E)-2-(2-[Cyclopentyloxy]-3-methoxyphenyl)vinyl]-1H-benzimidazol-1-yl}pyridazine-3-carboxylate). Run in C(C)O (ethanol). Conditions: time 2 hour. Yields the product C1(CCCC1)OC1=C(C=CC=C1OC)/C=C/C1=NC2=C(N1C1=CC=C(N=N1)C(=O)O)C=CC=C2 ((6-{2-[(E)-2-(2-[Cyclopentyloxy]-3-methoxyphenyl)vinyl]-1H-benzimidazol-1-yl}pyridazin-3-yl)carboxylic acid). The yield is 111.4%. RXN SMILES: [OH-].[Li+].[CH:3]1([O:8][C:9]2[C:14]([O:15][CH3:16])=[CH:13][CH:12]=[CH:11][C:10]=2/[CH:17]=[CH:18]/[C:19]2[N:23]([C:24]3[N:29]=[N:28][C:27]([C:30]([O:32]CC)=[O:31])=[CH:26][CH:25]=3)[C:22]3[CH:35]=[CH:36][CH:37]=[CH:38][C:21]=3[N:20]=2)[CH2:7][CH2:6][CH2:5][CH2:4]1.Cl>C(O)C>[CH:3]1([O:8][C:9]2[C:14]([O:15][CH3:16])=[CH:13][CH:12]=[CH:11][C:10]=2/[CH:17]=[CH:18]/[C:19]2[N:23]([C:24]3[N:29]=[N:28][C:27]([C:30]([OH:32])=[O:31])=[CH:26][CH:25]=3)[C:22]3[CH:35]=[CH:36][CH:37]=[CH:38][C:21]=3[N:20]=2)[CH2:4][CH2:5][CH2:6][CH2:7]1 |f:0.1|. Procedure: This compound was prepared by adding aqueous solution of lithium hydroxide (35 mg, 0.826 mmol) to a stirred solution of Example 19 that is Ethyl 6-{2-[(E)-2-(2-[Cyclopentyloxy]-3-methoxyphenyl)vinyl]-1H-benzimidazol-1-yl}pyridazine-3-carboxylate (200 mg, 0.413 mmol) in ethanol (5 ml) and stirring the reaction mixture at room temperature for 2 h. After completion of reaction the reaction mixture was acidified with 10% HCl until pH 4 was reached and at this pH the product precipitated out as a yel... Reactants: 12.94, BrCCNC(OCC)=O (ethyl (2-bromoethyl)carbamate), N1CCC(CC1)N1C(NC2=C1C=CC=C2)=O (1,3-dihydro-1-(4-piperidinyl)-2H-benzimidazol-2-one), C(O)([O-])=O.[Na+] (sodium hydrogen carbonate). The solvent is C(C)O (ethanol). Product: O=C1NC2=C(N1C1CCN(CC1)CCNC(OCC)=O)C=CC=C2 (ethyl 2-[4-(2,3-dihydro-2-oxo-1H-benzimidazol-1-yl)-1-piperidinyl]ethylcarbamate). Reaction SMILES: Br[CH2:2][CH2:3][NH:4][C:5](=[O:9])[O:6][CH2:7][CH3:8].[NH:10]1[CH2:15][CH2:14][CH:13]([N:16]2[C:20]3[CH:21]=[CH:22][CH:23]=[CH:24][C:19]=3[NH:18][C:17]2=[O:25])[CH2:12][CH2:11]1.C(=O)([O-])O.[Na+]>C(O)C>[O:25]=[C:17]1[N:16]([CH:13]2[CH2:12][CH2:11][N:10]([CH2:2][CH2:3][NH:4][C:5](=[O:9])[O:6][CH2:7][CH3:8])[CH2:15][CH2:14]2)[C:20]2[CH:21]=[CH:22][CH:23]=[CH:24][C:19]=2[NH:18]1 |f:2.3|. Procedure: A mixture of 12.94 parts of ethyl (2-bromoethyl)carbamate, 13.51 parts of 1,3-dihydro-1-(4-piperidinyl)-2H-benzimidazol-2-one, 10.1 parts of sodium hydrogen carbonate and 160 parts of ethanol is stirred and refluxed overnight. The reaction mixture is cooled, filtered over hyflo and the filtrate is evaporated. The residue is purified by column-chromatography over silica gel using a mixture of trichloromethane, 10% of methanol and one drop of ammonium hydroxide, as eluent. The pure fractions are c...